This data is from the Open Reaction Database (ORD), a public repository of structured organic reaction records. The task is: describe an organic reaction: reactants, conditions, products, and yield Starting materials: OBO, O=C(O)c1ccccc1, O=C([O-])[O-], CC(C)S(=O)(=O)NCC(C)(F)c1ccc(I)cc1, [K+], [K+], C1COCCO1, O, O. Product: CC(C)S(=O)(=O)NCC(C)(F)c1ccc(-c2ccc(C(=O)O)cc2)cc1. RXN SMILES: [BH:19]([OH:20])[OH:21].[C:22](=[O:23])([OH:24])[c:25]1[cH:26][cH:27][cH:28][cH:29][cH:30]1.[C:31](=[O:32])([O-:33])[O-:34].[F:1][C:2]([CH2:3][NH:4][S:5](=[O:6])(=[O:7])[CH:8]([CH3:9])[CH3:10])([CH3:11])[c:12]1[cH:13][cH:14][c:15]([I:18])[cH:16][cH:17]1.[K+:35].[K+:36].[O:39]1[CH2:40][CH2:41][O:42][CH2:43][CH2:44]1.[OH2:37].[OH2:38]>>[F:1][C:2]([CH2:3][NH:4][S:5](=[O:6])(=[O:7])[CH:8]([CH3:9])[CH3:10])([CH3:11])[c:12]1[cH:13][cH:14][c:15](-[c:28]2[cH:27][cH:26][c:25]([C:22](=[O:23])[OH:24])[cH:30][cH:29]2)[cH:16][cH:17]1. Reactants: CC(=O)Nc1nc2ccc(Cl)nc2c(=O)[nH]1, CCN(C(C)C)C(C)C, C1COCCO1, O=P(Cl)(Cl)Cl. Yields the product CC(=O)Nc1nc(Cl)c2nc(Cl)ccc2n1. Reaction SMILES: [C:1]([CH3:2])(=[O:3])[NH:4][c:5]1[nH:6][c:7](=[O:16])[c:8]2[c:9]([n:10]1)[cH:11][cH:12][c:13]([Cl:15])[n:14]2.[CH:17]([N:18]([CH2:19][CH3:20])[CH:21]([CH3:22])[CH3:23])([CH3:24])[CH3:25].[O:31]1[CH2:32][CH2:33][O:34][CH2:35][CH2:36]1.[P:26]([Cl:27])([Cl:28])([Cl:29])=[O:30]>>[C:1]([CH3:2])(=[O:3])[NH:4][c:5]1[n:6][c:7]([Cl:28])[c:8]2[c:9]([n:10]1)[cH:11][cH:12][c:13]([Cl:15])[n:14]2. Reactants: [N+](=O)([O-])C1=CC=C(C=C1)S (4-Nitrothiophenol), [Na] (sodium), BrCCCCl (1-bromo-3-chloropropane). Solvent: CO (methanol). Reaction conditions: temperature 0 celsius, time 8 hour. The product is ClCCCSC1=CC=C(C=C1)[N+](=O)[O-] (1-[(3-Chloropropyl)thio]-4-nitrobenzene). Yield: 51.5%. RXN SMILES: [N+:1]([C:4]1[CH:9]=[CH:8][C:7]([SH:10])=[CH:6][CH:5]=1)([O-:3])=[O:2].[Na].Br[CH2:13][CH2:14][CH2:15][Cl:16]>CO>[Cl:16][CH2:15][CH2:14][CH2:13][S:10][C:7]1[CH:8]=[CH:9][C:4]([N+:1]([O-:3])=[O:2])=[CH:5][CH:6]=1 |^1:10|. Procedure details: 4-Nitrothiophenol (80%, 25.0 g, 129 mmol) was added to a solution formed by adding sodium (5.55 g, 242 mmol) to methanol (500 mL) maintained at 0° C. After 0.5 h the reaction was warmed to ambient temperature and 1-bromo-3-chloropropane (50.7 g, 322 mmol) was added in one portion. The reaction mixture was stirred overnight and filtered. The filtrate was reduced to half volume and the solid which formed was collected by filtration. Recrystallization from methanol afforded 15.4 g (51%) of yellow s... The reactants are BrCCC1=NC2=CC(=C(C=C2C(=C1C(=O)OCC)C1=CC(=C(C=C1)OC)OC)OC)OC (ethyl 2-(2-bromoethyl)-4-(3,4-dimethoxyphenyl)-6,7-dimethoxyquinoline-3-carboxylate), C(C)NCC (diethylamine). Solvent: ClCCl (dichloromethane). The product is C(C)N(CC)CCC1=NC2=CC(=C(C=C2C(=C1C(=O)OCC)C1=CC(=C(C=C1)OC)OC)OC)OC (ethyl 2-[2-(N,N-diethylamino)ethyl]-4-(3,4-dimethoxyphenyl)-6,7-dimethoxyquinoline-3-carboxylate). The yield is 25.5%. Reaction SMILES: Br[CH2:2][CH2:3][C:4]1[C:13]([C:14]([O:16][CH2:17][CH3:18])=[O:15])=[C:12]([C:19]2[CH:24]=[CH:23][C:22]([O:25][CH3:26])=[C:21]([O:27][CH3:28])[CH:20]=2)[C:11]2[C:6](=[CH:7][C:8]([O:31][CH3:32])=[C:9]([O:29][CH3:30])[CH:10]=2)[N:5]=1.[CH2:33]([NH:35][CH2:36][CH3:37])[CH3:34]>ClCCl>[CH2:33]([N:35]([CH2:2][CH2:3][C:4]1[C:13]([C:14]([O:16][CH2:17][CH3:18])=[O:15])=[C:12]([C:19]2[CH:24]=[CH:23][C:22]([O:25][CH3:26])=[C:21]([O:27][CH3:28])[CH:20]=2)[C:11]2[C:6](=[CH:7][C:8]([O:31][CH3:32])=[C:9]([O:29][CH3:30])[CH:10]=2)[N:5]=1)[CH2:36][CH3:37])[CH3:34]. Procedure: A mixture of ethyl 2-(2-bromoethyl)-4-(3,4-dimethoxyphenyl)-6,7-dimethoxyquinoline-3-carboxylate (0.45 g), diethylamine (0.326 g) and dichloromethane (10 ml) was stirred under reflux for 14 hours. The reaction mixture was washed with water and dried over magnesium sulfate, and the solvent was evaporated under reduced pressure. The residue was subjected to column chromatography on silica gel. The fractions eluted with chloroform-methanol (20:1, v/v) gave ethyl 2-[2-(N,N-diethylamino)ethyl]-4-(3,4...